From a dataset of the Open Reaction Database (ORD), a public repository of structured organic reaction records. describe an organic reaction: reactants, conditions, products, and yield Reactants: COC(CCC1=CC(=C(C(=C1)C)C=1NC2=CC(=CC=C2C1)C(NC1=CC=C(C=C1)C(C)(C)C)=O)C)=O (3-{4-[6-(4-tert-butylphenylcarbamoyl)-1H-indol-2-yl]-3,5-dimethylphenyl}-propionic acid methyl ester), [OH-].[Na+] (NaOH), Cl (HCl). Run in CCOCC (ether), C1CCOC1 (THF). Conditions: temperature 50 celsius. Product: C(C)(C)(C)C1=CC=C(C=C1)NC(=O)C1=CC=C2C=C(NC2=C1)C1=C(C=C(C=C1C)CCC(=O)O)C (3-{4-[6-(4-tert-butylphenylcarbamoyl)-1H-indol-2-yl]-3,5-dimethylphenyl}-propionic acid). Reaction SMILES: C[O:2][C:3](=[O:36])[CH2:4][CH2:5][C:6]1[CH:11]=[C:10]([CH3:12])[C:9]([C:13]2[NH:14][C:15]3[C:20]([CH:21]=2)=[CH:19][CH:18]=[C:17]([C:22](=[O:34])[NH:23][C:24]2[CH:29]=[CH:28][C:27]([C:30]([CH3:33])([CH3:32])[CH3:31])=[CH:26][CH:25]=2)[CH:16]=3)=[C:8]([CH3:35])[CH:7]=1.[OH-].[Na+].Cl>C1COCC1.CCOCC>[C:30]([C:27]1[CH:28]=[CH:29][C:24]([NH:23][C:22]([C:17]2[CH:16]=[C:15]3[C:20]([CH:21]=[C:13]([C:9]4[C:8]([CH3:35])=[CH:7][C:6]([CH2:5][CH2:4][C:3]([OH:36])=[O:2])=[CH:11][C:10]=4[CH3:12])[NH:14]3)=[CH:19][CH:18]=2)=[O:34])=[CH:25][CH:26]=1)([CH3:33])([CH3:32])[CH3:31] |f:1.2|. Reported procedure: A mixture of 3-{4-[6-(4-tert-butylphenylcarbamoyl)-1H-indol-2-yl]-3,5-dimethylphenyl}-propionic acid methyl ester and 1N NaOH (500 μL) in THF (5 mL) was heated at 50° C. for 18 h. The mixture was cooled and was neutralized with one equivalent of 1N HCl and partitioned between water and ethyl acetate. The ethyl acetate layer was dried, filtered, and the solvent removed under reduced pressure to leave an oil, which was twice taken up in ether and solvent removed under reduced pressure to give 3-{4... Reactants: COC(=O)C(CC1CCOCC1)NC(=O)OC(C)(C)C, C1CCOC1, [Li+], [OH-], O. The product is CC(C)(C)OC(=O)NC(CC1CCOCC1)C(=O)O. Reaction SMILES: [C:1]([CH3:2])([CH3:3])([CH3:4])[O:5][C:6](=[O:7])[NH:8][CH:9]([CH2:10][CH:11]1[CH2:12][CH2:13][O:14][CH2:15][CH2:16]1)[C:17](=[O:18])[O:19][CH3:20].[CH2:21]1[O:22][CH2:23][CH2:24][CH2:25]1.[Li+:26].[OH-:27].[OH2:28]>>[C:1]([CH3:2])([CH3:3])([CH3:4])[O:5][C:6](=[O:7])[NH:8][CH:9]([CH2:10][CH:11]1[CH2:12][CH2:13][O:14][CH2:15][CH2:16]1)[C:17](=[O:18])[OH:19]. Starting materials: C1CCOC1, Cc1cc(-c2ccc(CC(=O)Nc3ccc(N4CCNCC4)cn3)cc2)ccn1, CC(=O)Cl, CCN(C(C)C)C(C)C. Yields the product CC(=O)N1CCN(c2ccc(NC(=O)Cc3ccc(-c4ccnc(C)c4)cc3)nc2)CC1. Reaction SMILES: [CH2:43]1[O:44][CH2:45][CH2:46][CH2:47]1.[CH3:1][c:2]1[n:3][cH:4][cH:5][c:6](-[c:8]2[cH:9][cH:10][c:11]([CH2:14][C:15](=[O:16])[NH:17][c:18]3[n:19][cH:20][c:21]([N:24]4[CH2:25][CH2:26][NH:27][CH2:28][CH2:29]4)[cH:22][cH:23]3)[cH:12][cH:13]2)[cH:7]1.[CH3:39][C:40]([Cl:41])=[O:42].[CH:30]([N:31]([CH2:32][CH3:33])[CH:34]([CH3:35])[CH3:36])([CH3:37])[CH3:38]>>[CH3:1][c:2]1[n:3][cH:4][cH:5][c:6](-[c:8]2[cH:9][cH:10][c:11]([CH2:14][C:15](=[O:16])[NH:17][c:18]3[n:19][cH:20][c:21]([N:24]4[CH2:25][CH2:26][N:27]([C:40]([CH3:39])=[O:42])[CH2:28][CH2:29]4)[cH:22][cH:23]3)[cH:12][cH:13]2)[cH:7]1.